From a dataset of the Open Reaction Database (ORD), a public repository of structured organic reaction records. describe an organic reaction: reactants, conditions, products, and yield Starting materials: COC=1C(=NC(=CC1)[N+](=O)[O-])C(=C)C (3-methoxy-6-nitro-2-(prop-1-en-2-yl)pyridine). Reagents/catalysts: [Pd] (palladium on carbon). Solvent: C(C)O (ethanol). Conditions: time 16 hour. The product is C(C)(C)C1=C(C=CC(=N1)N)OC (6-isopropyl-5-methoxypyridin-2-amine). Isolated yield 79.7%. Reaction SMILES: [CH3:1][O:2][C:3]1[C:4]([C:12]([CH3:14])=[CH2:13])=[N:5][C:6]([N+:9]([O-])=O)=[CH:7][CH:8]=1>C(O)C.[Pd]>[CH:12]([C:4]1[N:5]=[C:6]([NH2:9])[CH:7]=[CH:8][C:3]=1[O:2][CH3:1])([CH3:14])[CH3:13]. Procedure: To a solution of 3-methoxy-6-nitro-2-(prop-1-en-2-yl)pyridine (824 mg, 4.24 mmol) in ethanol (14.1 mL) was added 10% palladium on carbon (45.2 mg, 424 μmol). The reaction mixture was evacuated and back filled with hydrogen. This was repeated two more times. The reaction was stirred under hydrogen at 1 atm for 16 h. The mixture was then filtered reaction through a pad of celite, the filtrate concentrated in vacuo, and then purified by chromatography (silica, 10 to 60% ethyl acetate in hexanes) to... RXN SMILES: [C:1]([CH3:2])([CH3:3])([CH3:4])[NH:5][S:6](=[O:7])(=[O:8])[c:9]1[c:10]([C:20](=[O:21])[O:22][CH3:23])[cH:11][cH:12][c:13]([N:15]=[CH:16][N:17]([CH3:18])[CH3:19])[cH:14]1.[OH:24][C:25]([C:26]([F:27])([F:28])[F:29])=[O:30]>>[NH2:5][S:6](=[O:7])(=[O:8])[c:9]1[c:10]([C:20](=[O:21])[O:22][CH3:23])[cH:11][cH:12][c:13]([N:15]=[CH:16][N:17]([CH3:18])[CH3:19])[cH:14]1. The product is COC(=O)c1ccc(N=CN(C)C)cc1S(N)(=O)=O. Starting materials: COC(=O)c1ccc(N=CN(C)C)cc1S(=O)(=O)NC(C)(C)C, O=C(O)C(F)(F)F. Reactants: CCCCCCCCC=CCCCCCCCCOCC(CO)OCCCCCCCCC=CCCCCCCCC, ClCCl, CN(C)C=O, CN(C)CC(=O)O, C(=NC1CCCCC1)=NC1CCCCC1, c1ccncc1. The product is CCCCCCCCC=CCCCCCCCCOCC(COC(=O)CN(C)C)OCCCCCCCCC=CCCCCCCCC. Reaction SMILES: [CH2:34]([CH2:35][CH2:36][CH2:37][CH2:38][CH2:39][CH2:40][CH2:41][CH:42]=[CH:43][CH2:44][CH2:45][CH2:46][CH2:47][CH2:48][CH2:49][CH2:50][CH3:51])[O:52][CH2:53][CH:54]([O:55][CH2:56][CH2:57][CH2:58][CH2:59][CH2:60][CH2:61][CH2:62][CH2:63][CH:64]=[CH:65][CH2:66][CH2:67][CH2:68][CH2:69][CH2:70][CH2:71][CH2:72][CH3:73])[CH2:74][OH:75].[CH2:76]([Cl:77])[Cl:78].[CH3:1][N:2]([CH3:3])[CH:4]=[O:5].[CH3:6][N:7]([CH3:8])[CH2:9][C:10]([OH:11])=[O:12].[CH:13]1([N:14]=[C:15]=[N:16][CH:17]2[CH2:18][CH2:19][CH2:20][CH2:21][CH2:22]2)[CH2:23][CH2:24][CH2:25][CH2:26][CH2:27]1.[cH:28]1[cH:29][cH:30][n:31][cH:32][cH:33]1>>[CH3:6][N:7]([CH3:8])[CH2:9][C:10]([O:11][CH2:74][CH:54]([CH2:53][O:52][CH2:34][CH2:35][CH2:36][CH2:37][CH2:38][CH2:39][CH2:40][CH2:41][CH:42]=[CH:43][CH2:44][CH2:45][CH2:46][CH2:47][CH2:48][CH2:49][CH2:50][CH3:51])[O:55][CH2:56][CH2:57][CH2:58][CH2:59][CH2:60][CH2:61][CH2:62][CH2:63][CH:64]=[CH:65][CH2:66][CH2:67][CH2:68][CH2:69][CH2:70][CH2:71][CH2:72][CH3:73])=[O:12].